From a dataset of the Open Reaction Database (ORD), a public repository of structured organic reaction records. describe an organic reaction: reactants, conditions, products, and yield Reactants: CC[N+](CC)(CC)Cc1ccccc1, CC#N, [Cl-], O=[N+]([O-])c1c(O)ccnc1O, O=P(Cl)(Cl)Cl. Product: O=[N+]([O-])c1c(Cl)ccnc1O. As a reaction SMILES: [CH2:18]([N+:19]([CH2:20][CH3:21])([CH2:22][CH3:23])[CH2:24][CH3:25])[c:26]1[cH:27][cH:28][cH:29][cH:30][cH:31]1.[CH3:32][C:33]#[N:34].[Cl-:17].[OH:6][c:7]1[n:8][cH:9][cH:10][c:11]([OH:16])[c:12]1[N+:13](=[O:14])[O-:15].[P:1]([Cl:2])([Cl:3])([Cl:4])=[O:5]>>[Cl:3][c:11]1[cH:10][cH:9][n:8][c:7]([OH:6])[c:12]1[N+:13](=[O:14])[O-:15]. Reported procedure: The title compound is prepared from 4-(5-chloro-2,3-dihydro-furo[2,3-c]pyridin-2-yl)-piperidine-1-carboxylic acid tert-butyl ester and 3-fluoro-4-(4,4,5,5-tetramethyl-[1,3,2]dioxaborolan-2-yl)-pyridine following a procedure analogous to that described in Example 28. LC (method 10): tR=1.71 min; Mass spectrum (ESI+): m/z=400 [M+H]+. Starting materials: C(C)(C)(C)OC(=O)N1CCC(CC1)C1CC=2C(=CN=C(C2)Cl)O1 (4-(5-chloro-2,3-dihydro-furo[2,3-c]pyridin-2-yl)-piperidine-1-carboxylic acid tert-butyl ester), FC=1C=NC=CC1B1OC(C(O1)(C)C)(C)C (3-fluoro-4-(4,4,5,5-tetramethyl-[1,3,2]dioxaborolan-2-yl)-pyridine). Yields the product C(C)(C)(C)OC(=O)N1CCC(CC1)C1CC=2C(=CN=C(C2)C2=C(C=NC=C2)F)O1 (4-[5-(3-Fluoro-pyridin-4-yl)-2,3-dihydro-furo[2,3-c]pyridin-2-yl]-piperidine-1-carboxylic acid tert-butyl ester). As a reaction SMILES: [C:1]([O:5][C:6]([N:8]1[CH2:13][CH2:12][CH:11]([CH:14]2[O:23][C:17]3=[CH:18][N:19]=[C:20](Cl)[CH:21]=[C:16]3[CH2:15]2)[CH2:10][CH2:9]1)=[O:7])([CH3:4])([CH3:3])[CH3:2].[F:24][C:25]1[CH:26]=[N:27][CH:28]=[CH:29][C:30]=1B1OC(C)(C)C(C)(C)O1>>[C:1]([O:5][C:6]([N:8]1[CH2:13][CH2:12][CH:11]([CH:14]2[O:23][C:17]3=[CH:18][N:19]=[C:20]([C:30]4[CH:29]=[CH:28][N:27]=[CH:26][C:25]=4[F:24])[CH:21]=[C:16]3[CH2:15]2)[CH2:10][CH2:9]1)=[O:7])([CH3:4])([CH3:3])[CH3:2].